This data is from the Open Reaction Database (ORD), a public repository of structured organic reaction records. The task is: describe an organic reaction: reactants, conditions, products, and yield Reactants: BrC=1C=NC=2N(C1)N=C(C2)C(=O)O (6-bromo-pyrazolo[1,5-a]pyrimidine-2-carboxylic acid), CC1NCC(C2=CC=CC=C12)C (1,4-Dimethyl-1,2,3,4-tetrahydro-isoquinoline). The product is BrC=1C=NC=2N(C1)N=C(C2)C(=O)N2C(C1=CC=CC=C1C(C2)C)C ((6-Bromo-pyrazolo[1,5-a]pyrimidin-2-yl)-(1,4-dimethyl-3,4-dihydro-1H-isoquinolin-2-yl)-methanone). RXN SMILES: [Br:1][C:2]1[CH:3]=[N:4][C:5]2[N:6]([N:8]=[C:9]([C:11]([OH:13])=O)[CH:10]=2)[CH:7]=1.[CH3:14][CH:15]1[C:24]2[C:19](=[CH:20][CH:21]=[CH:22][CH:23]=2)[CH:18]([CH3:25])[CH2:17][NH:16]1>>[Br:1][C:2]1[CH:3]=[N:4][C:5]2[N:6]([N:8]=[C:9]([C:11]([N:16]3[CH2:17][CH:18]([CH3:25])[C:19]4[C:24](=[CH:23][CH:22]=[CH:21][CH:20]=4)[CH:15]3[CH3:14])=[O:13])[CH:10]=2)[CH:7]=1. Procedure details: In close analogy to the procedure described in Example 1, 6-bromo-pyrazolo[1,5-a]pyrimidine-2-carboxylic acid is reacted with 1,4-Dimethyl-1,2,3,4-tetrahydro-isoquinoline to provide the title compound in moderate yield. Starting materials: CCN=C=NCCCN(C)C, CCN(C(C)C)C(C)C, Cl, Cl, Fc1cc(OC2CCNCC2)cc(F)c1F, CN(C)C=O, O, On1nnc2ccccc21, O=C(O)CNC(=O)c1cc(-c2ccccc2)[nH]n1. Yields the product O=C(NCC(=O)N1CCC(Oc2cc(F)c(F)c(F)c2)CC1)c1cc(-c2ccccc2)[nH]n1. RXN SMILES: [CH3:38][CH2:39][N:40]=[C:41]=[N:42][CH2:43][CH2:44][CH2:45][N:46]([CH3:47])[CH3:48].[CH:1]([N:2]([CH2:3][CH3:4])[CH:5]([CH3:6])[CH3:7])([CH3:8])[CH3:9].[ClH:49].[ClH:50].[F:51][c:52]1[cH:53][c:54]([O:55][CH:56]2[CH2:57][CH2:58][NH:59][CH2:60][CH2:61]2)[cH:62][c:63]([F:66])[c:64]1[F:65].[O:67]=[CH:68][N:69]([CH3:70])[CH3:71].[OH2:72].[OH:28][n:29]1[c:30]2[c:31]([cH:32][cH:33][cH:34][cH:35]2)[n:36][n:37]1.[c:10]1(-[c:16]2[cH:17][c:18]([C:21](=[O:22])[NH:23][CH2:24][C:25](=[O:26])[OH:27])[n:19][nH:20]2)[cH:11][cH:12][cH:13][cH:14][cH:15]1>>[c:10]1(-[c:16]2[cH:17][c:18]([C:21](=[O:22])[NH:23][CH2:24][C:25](=[O:27])[N:59]3[CH2:58][CH2:57][CH:56]([O:55][c:54]4[cH:53][c:52]([F:51])[c:64]([F:65])[c:63]([F:66])[cH:62]4)[CH2:61][CH2:60]3)[n:19][nH:20]2)[cH:11][cH:12][cH:13][cH:14][cH:15]1. Starting materials: COC(=O)c1ccc(SCc2ccccc2)cc1NC(=O)c1ccccc1, CO, [Na+], C1CCOC1, [OH-]. The product is O=C(Nc1cc(SCc2ccccc2)ccc1C(=O)O)c1ccccc1. As a reaction SMILES: [C:5]([c:6]1[cH:7][cH:8][cH:9][cH:10][cH:11]1)(=[O:12])[NH:13][c:14]1[c:15]([C:16](=[O:17])[O:18][CH3:19])[cH:20][cH:21][c:22]([S:24][CH2:25][c:26]2[cH:27][cH:28][cH:29][cH:30][cH:31]2)[cH:23]1.[CH3:3][OH:4].[Na+:2].[O:32]1[CH2:33][CH2:34][CH2:35][CH2:36]1.[OH-:1]>>[C:5]([c:6]1[cH:7][cH:8][cH:9][cH:10][cH:11]1)(=[O:12])[NH:13][c:14]1[c:15]([C:16](=[O:17])[OH:18])[cH:20][cH:21][c:22]([S:24][CH2:25][c:26]2[cH:27][cH:28][cH:29][cH:30][cH:31]2)[cH:23]1. The reactants are BrC1=CC=C(S1)CN1C(=CC2=C(C(=CC=C12)C#N)C(F)(F)F)C (1-[(5-bromo-2-thienyl)methyl]-2-methyl-4-(trifluoromethyl)-1H-indole-5-carbonitrile), FC(C=1C=C(C=CC1)B(O)O)(F)F ([3-(trifluoromethyl)phenyl]boronic acid). The product is CC=1N(C2=CC=C(C(=C2C1)C(F)(F)F)C#N)CC=1SC(=CC1)C1=CC(=CC=C1)C(F)(F)F (2-Methyl-4-(trifluoromethyl)-1-({5-[3-(trifluoromethyl)phenyl]-2-thienyl}methyl)-1H-indole-5-carbonitrile). As a reaction SMILES: Br[C:2]1[S:6][C:5]([CH2:7][N:8]2[C:16]3[C:11](=[C:12]([C:19]([F:22])([F:21])[F:20])[C:13]([C:17]#[N:18])=[CH:14][CH:15]=3)[CH:10]=[C:9]2[CH3:23])=[CH:4][CH:3]=1.[F:24][C:25]([F:36])([F:35])[C:26]1[CH:27]=[C:28](B(O)O)[CH:29]=[CH:30][CH:31]=1>>[CH3:23][C:9]1[N:8]([CH2:7][C:5]2[S:6][C:2]([C:30]3[CH:29]=[CH:28][CH:27]=[C:26]([C:25]([F:36])([F:35])[F:24])[CH:31]=3)=[CH:3][CH:4]=2)[C:16]2[C:11]([CH:10]=1)=[C:12]([C:19]([F:22])([F:21])[F:20])[C:13]([C:17]#[N:18])=[CH:14][CH:15]=2. Reported procedure: Synthesized as described in Example 310D using 1-[(5-bromo-2-thienyl)methyl]-2-methyl-4-(trifluoromethyl)-1H-indole-5-carbonitrile (Example 314B) and [3-(trifluoromethyl)phenyl]boronic acid: 1H NMR (400 MHz, CDCl3) δ 7.67 (s, 1H), 7.64 (d, J=7.5 Hz, 1H), 7.47, (m, 4H), 7.17 (m, 1H), 6.81 (d, J=3.6 Hz, 1H), 6.65 (s, 1H), 5.49 (s, 2H), 2.56 (s, 3H); MS (ES) m/z 463 (M−1). The reactants are CC1=C(C(=CC(=C1)C)C)CC(=O)Cl ((2,4,6-trimethyl-phenyl)-acetyl chloride), O (water), CN(N1CCC(CC1)(C#N)NO)C (1-Dimethylamino-4-hydroxyamino-piperidine-4-carbonitrile), C([O-])(O)=O.[Na+] (sodium bicarbonate). Run in O1CCCC1 (tetrahydrofuran), O1CCCC1 (tetrahydrofuran). Reaction conditions: temperature 0 celsius, time 4 hour. Product: C(#N)C1(CCN(CC1)N(C)C)N(C(CC1=C(C=C(C=C1C)C)C)=O)O (N-(4-Cyano-1-dimethylamino-piperidin-4-yl)-N-hydroxy-2-(2,4,6-trimethyl-phenyl)-acetamide). As a reaction SMILES: [CH3:1][N:2]([CH3:13])[N:3]1[CH2:8][CH2:7][C:6]([NH:11][OH:12])([C:9]#[N:10])[CH2:5][CH2:4]1.C(=O)(O)[O-].[Na+].[CH3:19][C:20]1[CH:25]=[C:24]([CH3:26])[CH:23]=[C:22]([CH3:27])[C:21]=1[CH2:28][C:29](Cl)=[O:30].O>O1CCCC1>[C:9]([C:6]1([N:11]([OH:12])[C:29](=[O:30])[CH2:28][C:21]2[C:20]([CH3:19])=[CH:25][C:24]([CH3:26])=[CH:23][C:22]=2[CH3:27])[CH2:7][CH2:8][N:3]([N:2]([CH3:13])[CH3:1])[CH2:4][CH2:5]1)#[N:10] |f:1.2|. Reported procedure: 4.31 g 1-Dimethylamino-4-hydroxyamino-piperidine-4-carbonitrile (from Step 2) is dissolved in 70 ml tetrahydrofuran. 3.34 g sodium bicarbonate is added, and the mixture cooled to 0° C. Then at 0° C., a solution of (2,4,6-trimethyl-phenyl)-acetyl chloride in 30 ml tetrahydrofuran is added slowly. The mixture is allowed to warm to room temperature and stirred for 4 hours. The water is added and three times extracted with ethyl acetate. The organic layer is separated, washed with brine, dried over ... The reactants are OC1=CC=CC=2C(C3=C(OC(C4=C3C(=CC(=C4)C)OC)=O)C(C12)=O)=O (8-Hydroxy-1-methoxy-3-methyl-7,12-dihydro-5H-benzo[d]naphtho[2,3-b]pyran-5,7,12-trione), S(=O)(=O)(Cl)Cl (sulfuryl chloride), CO (methanol). The solvent is C(C)(=O)O (acetic acid), C(Cl)Cl (methylene chloride). Yields the product OC1=C(C(C2=CC=CC(=C2C1=O)O)=O)C1=C(C(=O)OC)C(=C(C=C1OC)C)Cl (methyl 2-(3,5-dihydroxy-1,4-naphthoquinon-2-yl)-3-methoxy-5-methyl-6-chlorobenzoate). Reaction SMILES: [OH:1][C:2]1[C:23]2[C:22](=[O:24])[C:9]3[O:10][C:11](=[O:21])[C:12]4[CH:17]=[C:16]([CH3:18])[CH:15]=[C:14]([O:19][CH3:20])[C:13]=4[C:8]=3[C:7](=[O:25])[C:6]=2[CH:5]=[CH:4][CH:3]=1.S(Cl)([Cl:29])(=O)=O.[CH3:31][OH:32]>C(O)(=O)C.C(Cl)Cl>[OH:32][C:31]1[C:22](=[O:24])[C:23]2[C:6](=[CH:5][CH:4]=[CH:3][C:2]=2[OH:1])[C:7](=[O:25])[C:8]=1[C:13]1[C:14]([O:19][CH3:20])=[CH:15][C:16]([CH3:18])=[C:17]([Cl:29])[C:12]=1[C:11]([O:10][CH3:9])=[O:21]. Procedure: 8-Hydroxy-1-methoxy-3-methyl-7,12-dihydro-5H-benzo[d]naphtho[2,3-b]pyran-5,7,12-trione (400 mg) as prepared in Example 1 was dissolved in a 20:100:1 mixture (20 ml) of acetic acid, methylene chloride and methanol, followed by addition of sulfuryl chloride (2 ml). The mixture was refluxed for 5 hours. The solvent was distilled off under reduced pressure and the residue was subjected to silica gel column chromatography to give methyl 2-(3,5-dihydroxy-1,4-naphthoquinon-2-yl)-3-methoxy-5-methyl-6-ch... Reactants: C1(CC1)N (Cyclopropylamine), C=1C=CC2=C(C1)N=NN2O (HOBt), C(C)(C)(C)OC(=O)N1[C@H](C[C@H](C1)O)C(=O)O ((2R,4R)-4-hydroxy-pyrrolidine-1,2-dicarboxylic acid 1-tert-butyl ester), C(CCl)Cl (EDC). Solvent: CN(C)C=O (DMF). Product: C(C)(C)(C)OC(=O)N1[C@H](C[C@H](C1)O)C(NC1CC1)=O ((2R,4R)-2-cyclopropylcarbamoyl-4-hydroxy-pyrrolidine-1-carboxylic acid tert-butyl ester). RXN SMILES: [CH:1]1([NH2:4])[CH2:3][CH2:2]1.[C:5]([O:9][C:10]([N:12]1[CH2:16][C@H:15]([OH:17])[CH2:14][C@@H:13]1[C:18](O)=[O:19])=[O:11])([CH3:8])([CH3:7])[CH3:6].C(Cl)CCl.C1C=CC2N(O)N=NC=2C=1>CN(C=O)C>[C:5]([O:9][C:10]([N:12]1[CH2:16][C@H:15]([OH:17])[CH2:14][C@@H:13]1[C:18](=[O:19])[NH:4][CH:1]1[CH2:3][CH2:2]1)=[O:11])([CH3:8])([CH3:7])[CH3:6]. Reported procedure: Cyclopropylamine was coupled with (2R,4R)-4-hydroxy-pyrrolidine-1,2-dicarboxylic acid 1-tert-butyl ester (8 g), EDC, HOBt, TEA in DMF to give 5 g of (2R,4R)-2-cyclopropylcarbamoyl-4-hydroxy-pyrrolidine-1-carboxylic acid tert-butyl ester as a white semi-solid.